This data is from the Open Reaction Database (ORD), a public repository of structured organic reaction records. The task is: describe an organic reaction: reactants, conditions, products, and yield The reactants are [H-].[Na+] (sodium hydride), ClC1=CC(=C(C=C1)C=CC=1OC=C(N1)CCl)F (2-[2-(4-Chloro-2-fluoro-phenyl)-vinyl]-4-chloromethyl-oxazole), N1(N=NC=C1)CCCCC1=CC=C(C=C1)O (4-(4-[1,2,3]triazol-1-yl-butyl)-phenol). The solvent is CN(C=O)C (N,N-dimethyl formamide), CN(C=O)C (N,N-dimethyl formamide). Reaction conditions: time 30 minute. Yields the product ClC1=CC(=C(C=C1)/C=C/C=1OC=C(N1)COC1=CC=C(C=C1)CCCCN1N=NC=C1)F (1-[4-(4-{2-[2-(E)-(4-chloro-2-fluoro-phenyl)-vinyl]-oxazol-4-ylmethoxy}-phenyl)-butyl]-1H-[1,2,3]triazole). Yield: 77.3%. As a reaction SMILES: [H-].[Na+].[N:3]1([CH2:8][CH2:9][CH2:10][CH2:11][C:12]2[CH:17]=[CH:16][C:15]([OH:18])=[CH:14][CH:13]=2)[CH:7]=[CH:6][N:5]=[N:4]1.[Cl:19][C:20]1[CH:25]=[CH:24][C:23]([CH:26]=[CH:27][C:28]2[O:29][CH:30]=[C:31]([CH2:33]Cl)[N:32]=2)=[C:22]([F:35])[CH:21]=1>CN(C)C=O>[Cl:19][C:20]1[CH:25]=[CH:24][C:23](/[CH:26]=[CH:27]/[C:28]2[O:29][CH:30]=[C:31]([CH2:33][O:18][C:15]3[CH:14]=[CH:13][C:12]([CH2:11][CH2:10][CH2:9][CH2:8][N:3]4[CH:7]=[CH:6][N:5]=[N:4]4)=[CH:17][CH:16]=3)[N:32]=2)=[C:22]([F:35])[CH:21]=1 |f:0.1|. Procedure: 1H-NMR(400 MHz, D6-DMSO): δ=6.72(d, 1H, 1′-H), 7.35(d, 1H, 5″-H), 7.44(d, 1H, 2′-H), 7.50(d, 1H, 3″-H), 7.95(dd, 1H, 6″-H), 8.21(s, 1H, 5-H-oxazole). 26 mg (1.0 mmol) of 95% sodium hydride were given at 0° C. to a solution of 217 mg (1.00 mmol) 4-(4-[1,2,3]triazol-1-yl-butyl)-phenol in 2.0 ml N,N-dimethyl formamide and stirred for 30 min. 272 mg (1.00 mmol) 2-[2-(4-Chloro-2-fluoro-phenyl)-vinyl]-4-chloromethyl-oxazole dissolved in 1.0 ml N,N-dimethyl formamide were added at 0° C., stirring conti...